This data is from the Open Reaction Database (ORD), a public repository of structured organic reaction records. The task is: describe an organic reaction: reactants, conditions, products, and yield The reactants are C(C)(C)(C)OC(=O)N1CCC(CC1)N(CC)CC1=CC(=CC=C1)C1=NC(=NC=C1)Cl (4-{[3-(2-Chloro-pyrimidin-4-yl)-benzyl]-ethyl-amino}-piperidine-1-carboxylic acid tert-butyl ester), NCCC1=CC(=C(C=C1)O)Cl (4-(2-amino-ethyl)-2-chloro-phenol), 467. The product is ClC1=C(C=CC(=C1)CCNC1=NC=CC(=N1)C1=CC(=CC=C1)CN(C1CCNCC1)CC)O (2-Chloro-4-[2-(4-{3-[(ethyl-piperidin-4-yl-amino)-methyl]-phenyl}-pyrimidin-2-ylamino)-ethyl]-phenol). Reaction SMILES: C(OC([N:8]1[CH2:13][CH2:12][CH:11]([N:14]([CH2:17][C:18]2[CH:23]=[CH:22][CH:21]=[C:20]([C:24]3[CH:29]=[CH:28][N:27]=[C:26](Cl)[N:25]=3)[CH:19]=2)[CH2:15][CH3:16])[CH2:10][CH2:9]1)=O)(C)(C)C.[NH2:31][CH2:32][CH2:33][C:34]1[CH:39]=[CH:38][C:37]([OH:40])=[C:36]([Cl:41])[CH:35]=1>>[Cl:41][C:36]1[CH:35]=[C:34]([CH2:33][CH2:32][NH:31][C:26]2[N:25]=[C:24]([C:20]3[CH:21]=[CH:22][CH:23]=[C:18]([CH2:17][N:14]([CH2:15][CH3:16])[CH:11]4[CH2:12][CH2:13][NH:8][CH2:9][CH2:10]4)[CH:19]=3)[CH:29]=[CH:28][N:27]=2)[CH:39]=[CH:38][C:37]=1[OH:40]. Reported procedure: Intermediate 84 was coupled with 4-(2-amino-ethyl)-2-chloro-phenol following procedure F. The resulting product was deprotected following procedure G2. LC-MS showed the product had the expected M+H+ of 467. 1H NMR (Varian 300 MHz, CD3OD, shifts relative to the solvent peak at 3.3 ppm) δ 8.27 (m, 2H), 7.69 (m, 2H), 7.26 (d, 1H), 7.19 (m, 1H), 7.04 (s, 1H), 7.01 (d, 1H), 6.80 (d, 1H), 4.48 (m, 2H), 3.53 (m, 4H), 3.09 (m, 4H), 2.85 (t, 2H), 2.39 (d, 2H), 2.03 (m, 3H), 1.32 (t, 3H). Reactants: Cc1cc(CCC2(C3CCCC3)CC(O)=CC(=O)O2)ccc1C1(C)OCCO1, CC1(c2ccc(CCC3(C4CCCC4)CC(=O)CC(=O)O3)cc2Cl)OCCO1. The product is CC(=O)c1ccc(CCC2(C3CCCC3)CC(=O)CC(=O)O2)cc1Cl. As a reaction SMILES: [CH:29]1([C:30]2([CH2:31][CH2:32][c:33]3[cH:34][cH:35][c:36]([C:37]4([CH3:38])[O:39][CH2:40][CH2:41][O:42]4)[c:43]([CH3:44])[cH:45]3)[O:46][C:47](=[O:48])[CH:49]=[C:50]([OH:51])[CH2:52]2)[CH2:53][CH2:54][CH2:55][CH2:56]1.[Cl:1][c:2]1[cH:3][c:4]([CH2:14][CH2:15][C:16]2([CH:24]3[CH2:25][CH2:26][CH2:27][CH2:28]3)[CH2:17][C:18](=[O:23])[CH2:19][C:20](=[O:22])[O:21]2)[cH:5][cH:6][c:7]1[C:8]1([CH3:13])[O:9][CH2:12][CH2:11][O:10]1>>[Cl:1][c:2]1[cH:3][c:4]([CH2:14][CH2:15][C:16]2([CH:24]3[CH2:25][CH2:26][CH2:27][CH2:28]3)[CH2:17][C:18](=[O:23])[CH2:19][C:20](=[O:22])[O:21]2)[cH:5][cH:6][c:7]1[C:8](=[O:9])[CH3:13]. The reactants are AT-103, 03/091396 A2, [Mg+2].[Cl-].[Cl-] (MgCl2), P(=O)([O-])([O-])[O-].[K+].[K+].[K+] (potassium phosphate), amino acid, AT-103, C1=CC=C2C(=C1)C(=CN2)C[C@](C[C@@H](C(=O)O)N)(C(=O)O)O (monatin), D-amino acid. Yields the product N1C=C(C2=CC=CC=C12)CC(C(=O)[O-])=O (indole-3-pyruvate), C(C(=O)C)(=O)[O-] (pyruvate). As a reaction SMILES: [CH:1]1[CH:6]=[C:5]2[C:7]([CH2:10][C@@:11]([OH:21])([C:18]([OH:20])=[O:19])C[C@H](N)C(O)=O)=[CH:8][NH:9][C:4]2=[CH:3][CH:2]=1.P([O-])([O-])([O-])=O.[K+].[K+].[K+].[Mg+2].[Cl-].[Cl-]>>[NH:9]1[C:4]2[C:5](=[CH:6][CH:1]=[CH:2][CH:3]=2)[C:7]([CH2:10][C:11](=[O:21])[C:18]([O-:20])=[O:19])=[CH:8]1.[C:18]([O-:20])(=[O:19])[C:11]([CH3:10])=[O:21] |f:1.2.3.4,5.6.7|. Procedure details: AT-103 transaminase was part of a transaminase library purchased from BioCatalytics (Pasadena, Calif.) and the enzyme was tested for production of monatin in coupled reactions using the ProA aldolase from C. testosteroni. The aldolase was prepared as described in WO 03/091396 A2. AT-103 is a broad specificity D-transaminase (E.C. 2.6.1.21) from a Bacillus species that requires a D-amino acid (such as D-glutamate, D-aspartate, or D-alanine) as the amino acid donor. Enzymes and additional componen... Starting materials: C(C)OC(\C=C/C(=O)O)=O (maleic acidmonoethyl ester), C(C)(C)(C)NCCCN (3-tert-butylaminopropylamine). Run in C(C)N(CC)CC (triethylamine). Product: C(C)OC(C[C@H](NCCCNC(C)(C)C)C(=O)O)=O (N-(3'-tert-Butylaminopropyl)-aspartic acid-4-ethyl ester). Yield: 77.2%. RXN SMILES: [CH2:1]([O:3][C:4](=[O:10])/[CH:5]=[CH:6]\[C:7]([OH:9])=[O:8])[CH3:2].[C:11]([NH:15][CH2:16][CH2:17][CH2:18][NH2:19])([CH3:14])([CH3:13])[CH3:12]>C(N(CC)CC)C>[CH2:1]([O:3][C:4](=[O:10])[CH2:5][C@@H:6]([C:7]([OH:9])=[O:8])[NH:19][CH2:18][CH2:17][CH2:16][NH:15][C:11]([CH3:14])([CH3:13])[CH3:12])[CH3:2]. Procedure details: In a manner analogous to that of Example 1, 400 ml of triethylamine are added to 317 g (2.2 mols) of maleic acidmonoethyl ester, and the mixture is subsequently reacted with 260 g (2.0 mols) of 3-tert-butylaminopropylamine. The reaction mixture is further processed as in Example 1 to yield 423.4 g (77.2% of theory) of a white crystalline aspartic acid derivative, which melts at 174°-175° C. after recrystallisation in a mixture of ethanol/acetone (1:3). Starting materials: C(C)(C)(C)OC(=O)N1CCC(=CC1)C1=CC=C(C=C1)C(F)(F)F (1-t-butoxycarbonyl-4-(4-trifluoromethyl phenyl)-1,2,3,6-tetrahydropyridine). Run in C(=O)(C(F)(F)F)O (TFA), C(Cl)Cl (CH2Cl2). Conditions: time 4 hour. The product is FC(C1=CC=C(C=C1)C=1CCNCC1)(F)F (4-(4-Trifluoromethylphenyl)-1,2,3,6-tetrahydropyridine). Isolated yield 2121.9%. As a reaction SMILES: C(OC([N:8]1[CH2:13][CH:12]=[C:11]([C:14]2[CH:19]=[CH:18][C:17]([C:20]([F:23])([F:22])[F:21])=[CH:16][CH:15]=2)[CH2:10][CH2:9]1)=O)(C)(C)C>C(O)(C(F)(F)F)=O.C(Cl)Cl>[F:23][C:20]([F:21])([F:22])[C:17]1[CH:16]=[CH:15][C:14]([C:11]2[CH2:12][CH2:13][NH:8][CH2:9][CH:10]=2)=[CH:19][CH:18]=1. Procedure details: A solution of 0.4 g (0.112 mmol) of 1-t-butoxycarbonyl-4-(4-trifluoromethyl phenyl)-1,2,3,6-tetrahydropyridine in 1 mL of TFA and 3 mL of CH2Cl2 was stirred at rt for 1 h. The reaction mixture was then concentrated. A mixture of the residue and 0.1 g of 10% Pd/C in 20 mL of MeOH was hydrogenated at 45 psi for 4 h. The reaction mixture was flitered though a plug of celite and concentrated to give 0.54 g of the title compound. 1H NMR (CDCl3) δ1.94 (m,2H), 2.06 (m, 2H), 3.00 (m, 1H), 3.11 (m, 2H), ... Starting materials: CCCCCCCCBr, CC#N, C#CCOC(=O)N(I)CC(=O)O, C1CCC2=NCCCN2CC1. The product is C#CCOC(=O)N(I)CC(=O)OCCCCCCCC. As a reaction SMILES: [CH2:24]([CH2:25][CH2:26][CH2:27][CH2:28][CH2:29][CH2:30][CH3:31])[Br:32].[CH3:33][C:34]#[N:35].[I:1][N:2]([CH2:3][C:4](=[O:5])[OH:6])[C:7](=[O:8])[O:9][CH2:10][C:11]#[CH:12].[N:13]12[CH2:14][CH2:15][CH2:16][N:17]=[C:18]1[CH2:19][CH2:20][CH2:21][CH2:22][CH2:23]2>>[I:1][N:2]([CH2:3][C:4]([O:5][CH2:24][CH2:25][CH2:26][CH2:27][CH2:28][CH2:29][CH2:30][CH3:31])=[O:6])[C:7](=[O:8])[O:9][CH2:10][C:11]#[CH:12]. Reactants: CN(CC(=O)O)NC(=O)NCc1cccc2ccccc12, CCOC(OCC)C(C)N(Cc1cccc2cccnc12)C(=O)C(C)N. Product: CCOC(OCC)C(C)N(Cc1cccc2cccnc12)C(=O)C(C)NC(=O)CN(C)NC(=O)NCc1cccc2ccccc12. Reaction SMILES: [CH3:1][N:2]([NH:3][C:4]([NH:5][CH2:6][c:7]1[cH:8][cH:9][cH:10][c:11]2[cH:12][cH:13][cH:14][cH:15][c:16]12)=[O:17])[CH2:18][C:19](=[O:20])[OH:21].[NH2:22][CH:23]([C:24](=[O:25])[N:26]([CH2:27][c:28]1[cH:29][cH:30][cH:31][c:32]2[cH:33][cH:34][cH:35][n:36][c:37]12)[CH:38]([CH:39]([O:40][CH2:41][CH3:42])[O:43][CH2:44][CH3:45])[CH3:46])[CH3:47]>>[CH3:1][N:2]([NH:3][C:4]([NH:5][CH2:6][c:7]1[cH:8][cH:9][cH:10][c:11]2[cH:12][cH:13][cH:14][cH:15][c:16]12)=[O:17])[CH2:18][C:19](=[O:21])[NH:22][CH:23]([C:24](=[O:25])[N:26]([CH2:27][c:28]1[cH:29][cH:30][cH:31][c:32]2[cH:33][cH:34][cH:35][n:36][c:37]12)[CH:38]([CH:39]([O:40][CH2:41][CH3:42])[O:43][CH2:44][CH3:45])[CH3:46])[CH3:47].